This data is from the Open Reaction Database (ORD), a public repository of structured organic reaction records. The task is: describe an organic reaction: reactants, conditions, products, and yield The reactants are ClC=1C(=C(C(=C(C1)C(C)=O)OCC)I)F (1-(5-Chloro-2-ethoxy-4-fluoro-3-iodophenyl)ethanone), CC1(OB(OC1(C)C)C=C)C (4,4,5,5-tetramethyl-2-vinyl-1,3,2-dioxaborolane), ClCCl (dichloromethane), C([O-])([O-])=O.[K+].[K+] (potassium carbonate). Reagents/catalysts: C1=CC=C(C=C1)P([C-]2C=CC=C2)C3=CC=CC=C3.C1=CC=C(C=C1)P([C-]2C=CC=C2)C3=CC=CC=C3.Cl[Pd]Cl.[Fe+2] ([1,1′-bis(diphenylphosphino)ferrocene]dichloropalladium(II)). Run in O1CCOCC1 (1,4-dioxane), O (water). Run at temperature 80 celsius. The product is ClC=1C(=C(C(=C(C1)C(C)=O)OCC)C=C)F (1-(5-Chloro-2-ethoxy-4-fluoro-3-vinylphenyl)ethanone). RXN SMILES: [Cl:1][C:2]1[C:3]([F:15])=[C:4](I)[C:5]([O:11][CH2:12][CH3:13])=[C:6]([C:8](=[O:10])[CH3:9])[CH:7]=1.[CH3:16][C:17]1(C)C(C)(C)OB(C=C)O1.ClCCl.C(=O)([O-])[O-].[K+].[K+]>O1CCOCC1.O.C1C=CC(P(C2C=CC=CC=2)[C-]2C=CC=C2)=CC=1.C1C=CC(P(C2C=CC=CC=2)[C-]2C=CC=C2)=CC=1.Cl[Pd]Cl.[Fe+2]>[Cl:1][C:2]1[C:3]([F:15])=[C:4]([CH:16]=[CH2:17])[C:5]([O:11][CH2:12][CH3:13])=[C:6]([C:8](=[O:10])[CH3:9])[CH:7]=1 |f:3.4.5,8.9.10.11|. Procedure details: A mixture of 1-(5-chloro-2-ethoxy-4-fluoro-3-iodophenyl)ethanone (13.3 g, 38.8 mmol) (from Example 139, Step 1), 4,4,5,5-tetramethyl-2-vinyl-1,3,2-dioxaborolane (7.9 mL, 46 mmol), [1,1′-bis(diphenylphosphino)ferrocene]dichloropalladium(II), complex with dichloromethane (1:1) (1.0 g, 1.0 mmol) and potassium carbonate (16 g, 120 mmol) in 1,4-dioxane (200 mL) and water (100 mL) was heated at 80° C. for 2 hours. The mixture was cooled to rt and extracted with ethyl acetate. The extracts were washed ... Reactants: O (water), BrC1=CC(N(C=C1)C1=CC2=C(N(N=C2C=C1)CC)C)=O (4-bromo-1-(2-ethyl-3-methyl-2H-indazol-5-yl)pyridin-2(1H)-one), FC(C=1N=C(SC1)CO)(F)F ([4-(trifluoromethyl)-1,3-thiazol-2-yl]methanol), CC(C)([O-])C.[K+] (potassium tert-butoxide). The solvent is C1(=CC=CC=C1)C (toluene). Conditions: temperature 100 celsius, time 2 hour. The product is C(C)N1N=C2C=CC(=CC2=C1C)N1C(C=C(C=C1)OCC=1SC=C(N1)C(F)(F)F)=O (1-(2-ethyl-3-methyl-2H-indazol-5-yl)-4-{[4-(trifluoromethyl)-1,3-thiazol-2-yl]methoxy}pyridin-2(1H)-one). Yield: 16.4%. Reaction SMILES: Br[C:2]1[CH:7]=[CH:6][N:5]([C:8]2[CH:16]=[CH:15][C:14]3[C:10](=[C:11]([CH3:19])[N:12]([CH2:17][CH3:18])[N:13]=3)[CH:9]=2)[C:4](=[O:20])[CH:3]=1.[F:21][C:22]([F:31])([F:30])[C:23]1[N:24]=[C:25]([CH2:28][OH:29])[S:26][CH:27]=1.CC(C)([O-])C.[K+].O>C1(C)C=CC=CC=1>[CH2:17]([N:12]1[C:11]([CH3:19])=[C:10]2[C:14]([CH:15]=[CH:16][C:8]([N:5]3[CH:6]=[CH:7][C:2]([O:29][CH2:28][C:25]4[S:26][CH:27]=[C:23]([C:22]([F:31])([F:30])[F:21])[N:24]=4)=[CH:3][C:4]3=[O:20])=[CH:9]2)=[N:13]1)[CH3:18] |f:2.3|. Procedure: To a solution of 4-bromo-1-(2-ethyl-3-methyl-2H-indazol-5-yl)pyridin-2(1H)-one (350 mg) and [4-(trifluoromethyl)-1,3-thiazol-2-yl]methanol (289 mg) in toluene (5 ml) was added potassium tert-butoxide (355 mg) at room temperature, and the mixture was stirred at 100° C. for 2 hr. The reaction mixture was cooled to room temperature, water was added, and the mixture was extracted with ethyl acetate. The organic layer was washed with saturated brine, dried over anhydrous magnesium sulfate, and concen... The reactants are OC(CCC)C1=CC=C(C=O)C=C1 (4-(1-Hydroxybutyl)benzaldehyde), [BH4-].[Na+] (sodium borohydride), O (Water), Cl (hydrochloric acid). Solvent: CO (methanol), O1CCCC1 (tetrahydrofuran). The product is OCC1=CC=C(C=C1)C(CCC)O (1-[4-(hydroxymethyl)phenyl]butan-1-ol). Isolated yield 94.7%. As a reaction SMILES: [OH:1][CH:2]([C:6]1[CH:13]=[CH:12][C:9]([CH:10]=[O:11])=[CH:8][CH:7]=1)[CH2:3][CH2:4][CH3:5].[BH4-].[Na+].O.Cl>CO.O1CCCC1>[OH:11][CH2:10][C:9]1[CH:12]=[CH:13][C:6]([CH:2]([OH:1])[CH2:3][CH2:4][CH3:5])=[CH:7][CH:8]=1 |f:1.2|. Procedure: 4-(1-Hydroxybutyl)benzaldehyde (4.51 g, 25.3 mmol) was dissolved in a mixture of methanol (10 mL) and tetrahydrofuran (20 mL), and sodium borohydride (0.479 g, 12.7 mmol) was added with stirring under ice-cooling. The mixture was stirred at the same temperature for 1.5 hr. Water and 1N hydrochloric acid were added to the reaction mixture and the mixture was extracted with ethyl acetate. The extract was washed with saturated brine, dried over anhydrous magnesium sulfate, and concentrated under re... The product is C=C(C(=O)OC)C(C)O. Starting materials: C=C(C(=O)OC)C(C)OC(C)=O, O=P([O-])([O-])[O-]. RXN SMILES: [C:1](=[O:2])([CH3:3])[O:4][CH:5]([CH3:6])[C:7]([C:8](=[O:9])[O:10][CH3:11])=[CH2:12].[O-:13][P:14](=[O:15])([O-:16])[O-:17]>>[OH:4][CH:5]([CH3:6])[C:7]([C:8](=[O:9])[O:10][CH3:11])=[CH2:12]. Reactants: O (water), C(=O)([O-])[O-].[K+].[K+] (K2CO3), BrCC1CCC1 ((bromomethyl)cyclobutane), CN1CCN(CC1)C1=NC2=C(N1C1CCNCC1)C=CC=C2 (2-(4-methylpiperazinyl)-1-(4-piperidinyl)-1H-benzimidazole), C(=O)([O-])[O-].[K+].[K+] (K2CO3), BrCC1CCC1 ((bromomethyl)cyclobutane). Solvent: CN(C)C=O (DMF). Run at time 17 hour. Yields the product C1(CCC1)CN1CCC(CC1)N1C(=NC2=C1C=CC=C2)N2CCN(CC2)C (1-(1-Cyclobutylmethyl-4-piperidinyl)-2-(4-methylpiperazinyl)-1H-benzimidazole). Isolated yield 100.4%. RXN SMILES: [CH3:1][N:2]1[CH2:7][CH2:6][N:5]([C:8]2[N:12]([CH:13]3[CH2:18][CH2:17][NH:16][CH2:15][CH2:14]3)[C:11]3[CH:19]=[CH:20][CH:21]=[CH:22][C:10]=3[N:9]=2)[CH2:4][CH2:3]1.C([O-])([O-])=O.[K+].[K+].Br[CH2:30][CH:31]1[CH2:34][CH2:33][CH2:32]1.O>CN(C=O)C>[CH:31]1([CH2:30][N:16]2[CH2:15][CH2:14][CH:13]([N:12]3[C:11]4[CH:19]=[CH:20][CH:21]=[CH:22][C:10]=4[N:9]=[C:8]3[N:5]3[CH2:4][CH2:3][N:2]([CH3:1])[CH2:7][CH2:6]3)[CH2:18][CH2:17]2)[CH2:34][CH2:33][CH2:32]1 |f:1.2.3|. Reported procedure: A mixture of 2-(4-methylpiperazinyl)-1-(4-piperidinyl)-1H-benzimidazole (300 mg, 1 mmol), K2CO3 (165.9 mg, 1.2 mmol), and (bromomethyl)cyclobutane (178.8 mg, 1.2 mmol) in DMF (4 ml) was stirred at room temperature for 17 h. Then K2CO3 (110 mg, 0.8 mmol), and (bromomethyl)cyclobutane (119 mg, 0.8 mmol) were added to the reaction mixture. After 16 h stirring, the reaction mixture was poured into water and extracted with CH2Cl2. The extracts combined were dried (MgSO4), filtered, and concentrated i... Reactants: FC1=CC=C(C=O)C=C1 (4-Fluorobenzaldehyde), FC=1C=C(C=CC1F)O (3,4-difluorophenol), C(=O)([O-])[O-].[K+].[K+] (K2CO3). Yields the product FC=1C=C(OC2=CC=C(C=O)C=C2)C=CC1F (4-(3,4-DIFLUOROPHENOXY)BENZALDEHYDE). RXN SMILES: F[C:2]1[CH:9]=[CH:8][C:5]([CH:6]=[O:7])=[CH:4][CH:3]=1.[F:10][C:11]1[CH:12]=[C:13]([OH:18])[CH:14]=[CH:15][C:16]=1[F:17].C([O-])([O-])=O.[K+].[K+]>>[F:10][C:11]1[CH:12]=[C:13]([CH:14]=[CH:15][C:16]=1[F:17])[O:18][C:2]1[CH:9]=[CH:8][C:5]([CH:6]=[O:7])=[CH:4][CH:3]=1 |f:2.3.4|. Procedure details: 4-Fluorobenzaldehyde (5.32 mL, 49.6 mmol), 3,4-difluorophenol (7.10 g, 54.6 mmol) and K2CO3 (8.31 g, 60.1 mmol) were combined in a flask, which was immediately flushed with argon. DMF (50.0 mL) was added and the mixture was heated at reflux under argon for 6 h. Upon cooling to room temperature, EtOAc (100 mL) and H2O (100 mL) were added; the ethyl acetate layer was separated and washed with H2O (2×100 mL). The combined organic layers were washed with brine, dried over MgSO4, and the solvent was ...